From a dataset of the Open Reaction Database (ORD), a public repository of structured organic reaction records. describe an organic reaction: reactants, conditions, products, and yield Starting materials: COC(=O)c1ccc(C=CCc2nccn2C(c2ccccc2)(c2ccccc2)c2ccccc2)cc1-c1ccc(F)cc1, CC(=O)O, CO, Cl. The product is COC(=O)c1ccc(C=CCc2ncc[nH]2)cc1-c1ccc(F)cc1. RXN SMILES: [C:1]([c:2]1[cH:3][cH:4][cH:5][cH:6][cH:7]1)([c:8]1[cH:9][cH:10][cH:11][cH:12][cH:13]1)([c:14]1[cH:15][cH:16][cH:17][cH:18][cH:19]1)[n:20]1[c:21]([CH2:25][CH:26]=[CH:27][c:28]2[cH:29][c:30](-[c:38]3[cH:39][cH:40][c:41]([F:44])[cH:42][cH:43]3)[c:31]([C:32](=[O:33])[O:34][CH3:35])[cH:36][cH:37]2)[n:22][cH:23][cH:24]1.[CH3:45][C:46](=[O:47])[OH:48].[CH3:50][OH:51].[ClH:49]>>[nH:20]1[c:21]([CH2:25][CH:26]=[CH:27][c:28]2[cH:29][c:30](-[c:38]3[cH:39][cH:40][c:41]([F:44])[cH:42][cH:43]3)[c:31]([C:32](=[O:33])[O:34][CH3:35])[cH:36][cH:37]2)[n:22][cH:23][cH:24]1. Reactants: CC1(C)C2CCC1(CS(=O)(=O)O)C(=O)C2, O=C([O-])O, CC(C)O, CS(=O)(=O)NC1CCCCC1Nc1nc(Cl)ncc1Cl, CCC1C(=O)N(CC)CCc2cc(N)c(OC)cc21, [Na+], O. The product is CCC1C(=O)N(CC)CCc2cc(Nc3ncc(Cl)c(NC4CCCCC4NS(C)(=O)=O)n3)c(OC)cc21. As a reaction SMILES: [C:40]12([CH2:41][S:42]([OH:43])(=[O:44])=[O:45])[C:46]([CH3:47])([CH3:48])[CH:49]([CH2:50][CH2:51]1)[CH2:52][C:53]2=[O:54].[C:59](=[O:60])([OH:61])[O-:62].[CH:55]([OH:56])([CH3:57])[CH3:58].[Cl:20][c:21]1[n:22][cH:23][c:24]([Cl:39])[c:25]([NH:27][CH:28]2[CH:29]([NH:34][S:35](=[O:36])(=[O:37])[CH3:38])[CH2:30][CH2:31][CH2:32][CH2:33]2)[n:26]1.[NH2:1][c:2]1[cH:3][c:4]2[c:5]([cH:16][c:17]1[O:18][CH3:19])[CH:6]([CH2:14][CH3:15])[C:7](=[O:13])[N:8]([CH2:11][CH3:12])[CH2:9][CH2:10]2.[Na+:63].[OH2:64]>>[NH:1]([c:2]1[cH:3][c:4]2[c:5]([cH:16][c:17]1[O:18][CH3:19])[CH:6]([CH2:14][CH3:15])[C:7](=[O:13])[N:8]([CH2:11][CH3:12])[CH2:9][CH2:10]2)[c:21]1[n:22][cH:23][c:24]([Cl:39])[c:25]([NH:27][CH:28]2[CH:29]([NH:34][S:35](=[O:36])(=[O:37])[CH3:38])[CH2:30][CH2:31][CH2:32][CH2:33]2)[n:26]1. Starting materials: [BH4-], CCO, O=C(c1cccc(C2CCNCC2)c1F)C(F)(F)F, [Na+], [Na+], [Na+], O=C([O-])[O-]. Yields the product OC(c1cccc(C2CCNCC2)c1F)C(F)(F)F. RXN SMILES: [BH4-:20].[CH3:28][CH2:29][OH:30].[F:1][C:2]([C:3](=[O:4])[c:5]1[c:6]([F:17])[c:7]([CH:11]2[CH2:12][CH2:13][NH:14][CH2:15][CH2:16]2)[cH:8][cH:9][cH:10]1)([F:18])[F:19].[Na+:21].[Na+:22].[Na+:23].[O-:24][C:25](=[O:26])[O-:27]>>[F:1][C:2]([CH:3]([OH:4])[c:5]1[c:6]([F:17])[c:7]([CH:11]2[CH2:12][CH2:13][NH:14][CH2:15][CH2:16]2)[cH:8][cH:9][cH:10]1)([F:18])[F:19]. Starting materials: O=[N+]([O-])c1ccc(O)c(Cl)c1, Fc1cccc(CBr)c1. Yields the product O=[N+]([O-])c1ccc(OCc2cccc(F)c2)c(Cl)c1. As a reaction SMILES: [Cl:1][c:2]1[c:3]([OH:11])[cH:4][cH:5][c:6]([N+:8](=[O:9])[O-:10])[cH:7]1.[F:12][c:13]1[cH:14][c:15]([CH2:16][Br:17])[cH:18][cH:19][cH:20]1>>[Cl:1][c:2]1[c:3]([O:11][CH2:16][c:15]2[cH:14][c:13]([F:12])[cH:20][cH:19][cH:18]2)[cH:4][cH:5][c:6]([N+:8](=[O:9])[O-:10])[cH:7]1. The reactants are COC(CCNC(C1=CC=C(C=C1)C(CC=C)(COC1=CC=C(C=C1)C1=CC=C(C=C1)C(F)(F)F)CC=C)=O)=O (3-{4-[1-allyl-1-(4′-trifluoromethyl-biphenyl-4-yloxymethyl)-but-3-enyl]-benzoylamino}-propionic acid methyl ester), [Li+].[OH-] (LiOH), Cl (HCl). The solvent is C1CCOC1 (THF). Run at time 8 hour. Yields the product C(CC)C(CCC)(COC1=CC=C(C=C1)C1=CC=C(C=C1)C(F)(F)F)C1=CC=C(C(=O)NCCC(=O)O)C=C1 (3-{4-[1-Propyl-1-(4′-trifluoromethyl-biphenyl-4-yloxymethyl)-butyl]-benzoylamino}-propionic acid). Isolated yield 58.0%. RXN SMILES: C[O:2][C:3](=[O:40])[CH2:4][CH2:5][NH:6][C:7](=[O:39])[C:8]1[CH:13]=[CH:12][C:11]([C:14]([CH2:36][CH:37]=[CH2:38])([CH2:18][O:19][C:20]2[CH:25]=[CH:24][C:23]([C:26]3[CH:31]=[CH:30][C:29]([C:32]([F:35])([F:34])[F:33])=[CH:28][CH:27]=3)=[CH:22][CH:21]=2)[CH2:15][CH:16]=[CH2:17])=[CH:10][CH:9]=1.[Li+].[OH-].Cl>C1COCC1>[CH2:15]([C:14]([C:11]1[CH:10]=[CH:9][C:8]([C:7]([NH:6][CH2:5][CH2:4][C:3]([OH:40])=[O:2])=[O:39])=[CH:13][CH:12]=1)([CH2:18][O:19][C:20]1[CH:21]=[CH:22][C:23]([C:26]2[CH:31]=[CH:30][C:29]([C:32]([F:34])([F:35])[F:33])=[CH:28][CH:27]=2)=[CH:24][CH:25]=1)[CH2:36][CH2:37][CH3:38])[CH2:16][CH3:17] |f:1.2|. Procedure details: A solution of 3-{4-[1-allyl-1-(4′-trifluoromethyl-biphenyl-4-yloxymethyl)-but-3-enyl]-benzoylamino}-propionic acid methyl ester (0.0703 g, 0.120 mmol) in THF (2.0 mL) is treated with 1N LiOH (2.0 mL) and stirred overnight at room temperature. The reaction mixture is acidified with 1N HCl (2.2 mL) and extracted with EtOAc (3×10 mL). The combined extracts are dried over MgSO4, filtered, and concentrated to provide 0.0401 g, (58%) of the title compound as a white solid. MS (ES): 570.4 [M+H]+.